Dataset: the Open Reaction Database (ORD), a public repository of structured organic reaction records. Task: describe an organic reaction: reactants, conditions, products, and yield Reactants: C(C)(C)OC1=C(C(OC(C)C)=C(C(OC(C)C)=C1Cl)Cl)Cl (trichlorophloroglucinol triisopropylether), [Na] (sodium), Cl (hydrochloric acid), [Na] (sodium). The solvent is C(C)OCC (ethyl ether), C(C)(C)O (isopropanol), C(C)OCC (ethyl ether), O (water). The product is C(C)(C)OC1=CC(OC(C)C)=CC(OC(C)C)=C1 (phloroglucinol triisopropylether). The yield is 97.9%. RXN SMILES: [CH:1]([O:4][C:5]1[C:18](Cl)=[C:13]([O:14][CH:15]([CH3:17])[CH3:16])[C:12](Cl)=[C:7]([O:8][CH:9]([CH3:11])[CH3:10])[C:6]=1Cl)([CH3:3])[CH3:2].[Na].Cl>C(O)(C)C.O.C(OCC)C>[CH:9]([O:8][C:7]1[CH:12]=[C:13]([O:14][CH:15]([CH3:17])[CH3:16])[CH:18]=[C:5]([O:4][CH:1]([CH3:2])[CH3:3])[CH:6]=1)([CH3:10])[CH3:11] |^1:21|. Reported procedure: 3.55 g (0.01 mol) trichlorophloroglucinol triisopropylether in 100 ml isopropanol were mixed with 5 g sodium. Heating with reflux was continued until all sodium had been dissolved. This was followed by diluting with 100 ml water, neutralizing with hydrochloric acid of 15% by weight, taking up of the organic phase in ethyl ether, drawing off of the ethyl ether and distilling of the residue on a bulb tube (2-3 mbar, airbath temperature 130° to 150° C.). 2.47 g phloroglucinol triisopropylether were... Reactants: NC=1N=C(C2=C(N1)NC(C(=C2C)CC2=C(C=CC(=C2)OC)OC)=O)N (2,4-diamino-5-methyl-6-(2,5-dimethoxybenzyl)-7-oxo-7,8-dihydropyrido[2,3-d]pyrimidine), S(=O)(Cl)Cl (thionyl chloride), N (ammonia), C[N+](=CCl)C.[Cl-] (Vilsmeier reagent), N1=CN=CC2=C1C=CC=N2 (pyridopyrimidine), C[N+](=CCl)C.[Cl-] (Vilsmeier reagent), base. The solvent is C(Cl)(Cl)Cl (chloroform), C(Cl)(Cl)Cl (chloroform), CN(C=O)C (dimethyl formamide). Product: NC=1N=C(C2=C(N1)N=C(C(=C2C)CC2=C(C=CC(=C2)OC)OC)Cl)N (2,4-diamino-5-methyl-6-(2,5-dimethoxybenzyl)-7-chloropyrido[2,3-d]pyrimidine). As a reaction SMILES: [NH2:1][C:2]1[N:3]=[C:4]([NH2:25])[C:5]2[C:11]([CH3:12])=[C:10]([CH2:13][C:14]3[CH:19]=[C:18]([O:20][CH3:21])[CH:17]=[CH:16][C:15]=3[O:22][CH3:23])[C:9](=O)[NH:8][C:6]=2[N:7]=1.C[N+](C)=C[Cl:29].[Cl-].S(Cl)(Cl)=O.N1C2C=CC=NC=2C=NC=1.N>C(Cl)(Cl)Cl.CN(C)C=O>[NH2:1][C:2]1[N:3]=[C:4]([NH2:25])[C:5]2[C:11]([CH3:12])=[C:10]([CH2:13][C:14]3[CH:19]=[C:18]([O:20][CH3:21])[CH:17]=[CH:16][C:15]=3[O:22][CH3:23])[C:9]([Cl:29])=[N:8][C:6]=2[N:7]=1 |f:1.2|. Procedure: 2,4-diamino-5-methyl-6-(2,5-dimethoxybenzyl)-7-oxo-7,8-dihydropyrido[2,3-d]pyrimidine (8 g) was chlorinated by treatment with Vilsmeier reagent prepared by slowly adding thionyl chloride (28.5 ml) in dry chloroform (25 ml) to a solution of dimethyl formamide (17.5 ml) in chloroform (100 ml) at 0°-5° C. The cold mixture of the pyridopyrimidine and Vilsmeier reagent was stirred, gradually allowed to reach ambient temperature, and then heated at reflux for 3 hours. It was then treated with ethanoli... RXN SMILES: [Br-:22].[CH3:1][S-:2].[CH3:23][CH2:24][CH2:25][CH2:26][N+:27]([CH2:28][CH2:29][CH2:30][CH3:31])([CH2:32][CH2:33][CH2:34][CH3:35])[CH2:36][CH2:37][CH2:38][CH3:39].[CH3:40][c:41]1[cH:42][cH:43][cH:44][cH:45][cH:46]1.[N+:4]([O-:5])(=[O:6])[c:7]1[c:8]([C:9](=[O:10])[O:11][CH3:12])[cH:13][cH:14][c:15]([C:17]([F:18])([F:19])[F:20])[cH:16]1.[Na+:3].[OH2:21]>>[CH3:1][S:2][c:7]1[c:8]([C:9](=[O:10])[O:11][CH3:12])[cH:13][cH:14][c:15]([C:17]([F:18])([F:19])[F:20])[cH:16]1. Product: COC(=O)c1ccc(C(F)(F)F)cc1SC. The reactants are [Br-], C[S-], CCCC[N+](CCCC)(CCCC)CCCC, Cc1ccccc1, COC(=O)c1ccc(C(F)(F)F)cc1[N+](=O)[O-], [Na+], O. Starting materials: CC1=CC=C(C=N1)C(=O)N1CC(C1)C(=O)N1CCNCCC1 (1-({1-[(6-methylpyridin-3-yl)carbonyl]azetidin-3-yl}carbonyl)-1,4-diazepane), C=O (formaldehyde). The solvent is C(=O)O (formic acid). Run at temperature 100 celsius. Yields the product CN1CCN(CCC1)C(=O)C1CN(C1)C(=O)C=1C=NC(=CC1)C (1-methyl-4-({1-[(6-methylpyridin-3-yl)carbonyl]azetidin-3-yl}carbonyl)-1,4-diazepane). The yield is 74.1%. As a reaction SMILES: [CH3:1][C:2]1[N:7]=[CH:6][C:5]([C:8]([N:10]2[CH2:13][CH:12]([C:14]([N:16]3[CH2:22][CH2:21][CH2:20][NH:19][CH2:18][CH2:17]3)=[O:15])[CH2:11]2)=[O:9])=[CH:4][CH:3]=1.[CH2:23]=O>C(O)=O>[CH3:23][N:19]1[CH2:20][CH2:21][CH2:22][N:16]([C:14]([CH:12]2[CH2:13][N:10]([C:8]([C:5]3[CH:6]=[N:7][C:2]([CH3:1])=[CH:3][CH:4]=3)=[O:9])[CH2:11]2)=[O:15])[CH2:17][CH2:18]1. Reported procedure: To a stirred solution of 1-({1-[(6-methylpyridin-3-yl)carbonyl]azetidin-3-yl}carbonyl)-1,4-diazepane (50 mg, 0.162 mmol) in formic acid (0.25 mL) was added formaldehyde (37% aq. sol., 0.097 mL, 1.296 mmol) and the reaction mixture was heated at 100° C. for 5 hours. Volatiles were then removed at reduced pressure to give the title compound (38 mg, 75%) after purification by silica FCC (eluting with 95:4.5:0.5 to 92.5:7.25:0.75 gradient of DCM/MeOH/NH3). The product is COC(=O)c1ccccc1-c1ccc(C(=C2CC(C)(C)CC(C)(C)C2)c2ccc(O)cc2)cc1. Starting materials: CC1(C)CC(=C(c2ccc(O)cc2)c2ccc(Br)cc2)CC(C)(C)C1, O=C([O-])[O-], COCCOC, COC(=O)c1ccccc1B(O)O, [Na+], [Na+], c1ccc(P(c2ccccc2)(c2ccccc2)[Pd](P(c2ccccc2)(c2ccccc2)c2ccccc2)(P(c2ccccc2)(c2ccccc2)c2ccccc2)P(c2ccccc2)(c2ccccc2)c2ccccc2)cc1. Reaction SMILES: [Br:1][c:2]1[cH:3][cH:4][c:5]([C:8]([c:9]2[cH:10][cH:11][c:12]([OH:15])[cH:13][cH:14]2)=[C:16]2[CH2:17][C:18]([CH3:24])([CH3:25])[CH2:19][C:20]([CH3:22])([CH3:23])[CH2:21]2)[cH:6][cH:7]1.[C:39](=[O:40])([O-:41])[O-:42].[CH3:122][O:123][CH2:124][CH2:125][O:126][CH3:127].[CH3:26][O:27][C:28](=[O:29])[c:30]1[c:31]([B:36]([OH:37])[OH:38])[cH:32][cH:33][cH:34][cH:35]1.[Na+:43].[Na+:44].[cH:45]1[cH:46][cH:47][c:48]([P:49]([Pd:50]([P:51]([c:52]2[cH:53][cH:54][cH:55][cH:56][cH:57]2)([c:58]2[cH:59][cH:60][cH:61][cH:62][cH:63]2)[c:64]2[cH:65][cH:66][cH:67][cH:68][cH:69]2)([P:70]([c:71]2[cH:72][cH:73][cH:74][cH:75][cH:76]2)([c:77]2[cH:78][cH:79][cH:80][cH:81][cH:82]2)[c:83]2[cH:84][cH:85][cH:86][cH:87][cH:88]2)[P:89]([c:90]2[cH:91][cH:92][cH:93][cH:94][cH:95]2)([c:96]2[cH:97][cH:98][cH:99][cH:100][cH:101]2)[c:102]2[cH:103][cH:104][cH:105][cH:106][cH:107]2)([c:108]2[cH:109][cH:110][cH:111][cH:112][cH:113]2)[c:114]2[cH:115][cH:116][cH:117][cH:118][cH:119]2)[cH:120][cH:121]1>>[c:2]1(-[c:31]2[c:30]([C:28]([O:27][CH3:26])=[O:29])[cH:35][cH:34][cH:33][cH:32]2)[cH:3][cH:4][c:5]([C:8]([c:9]2[cH:10][cH:11][c:12]([OH:15])[cH:13][cH:14]2)=[C:16]2[CH2:17][C:18]([CH3:24])([CH3:25])[CH2:19][C:20]([CH3:22])([CH3:23])[CH2:21]2)[cH:6][cH:7]1.